This data is from the Open Reaction Database (ORD), a public repository of structured organic reaction records. The task is: describe an organic reaction: reactants, conditions, products, and yield Product: CC(C)N(C)CC=CC(=O)N1CCc2c(sc3ncnc(Nc4ccc(F)c(Cl)c4)c23)C1. The reactants are O=C(C=CCBr)N1CCc2c(sc3ncnc(Nc4ccc(F)c(Cl)c4)c23)C1, CO, CNC(C)C, CCN(C(C)C)C(C)C, ClCCl, ClCCl, CN(C)C=O. RXN SMILES: [Br:1][CH2:2][CH:3]=[CH:4][C:5](=[O:6])[N:7]1[CH2:8][CH2:9][c:10]2[c:11]3[c:12]([NH:20][c:21]4[cH:22][c:23]([Cl:28])[c:24]([F:27])[cH:25][cH:26]4)[n:13][cH:14][n:15][c:16]3[s:17][c:18]2[CH2:19]1.[CH3:43][OH:44].[CH:29]([CH3:30])([CH3:31])[NH:32][CH3:33].[CH:34]([N:35]([CH2:36][CH3:37])[CH:38]([CH3:39])[CH3:40])([CH3:41])[CH3:42].[Cl:45][CH2:46][Cl:47].[Cl:48][CH2:49][Cl:50].[O:51]=[CH:52][N:53]([CH3:54])[CH3:55]>>[CH2:2]([CH:3]=[CH:4][C:5](=[O:6])[N:7]1[CH2:8][CH2:9][c:10]2[c:11]3[c:12]([NH:20][c:21]4[cH:22][c:23]([Cl:28])[c:24]([F:27])[cH:25][cH:26]4)[n:13][cH:14][n:15][c:16]3[s:17][c:18]2[CH2:19]1)[N:32]([CH:29]([CH3:30])[CH3:31])[CH3:33]. Reactants: O=C([O-])[O-], CN(C)C=O, [Cs+], [Cs+], CI, O, Oc1ccc(Br)cc1Cl. Yields the product COc1ccc(Br)cc1Cl. Reaction SMILES: [C:15](=[O:16])([O-:17])[O-:18].[CH3:10][N:11]([CH3:12])[CH:13]=[O:14].[Cs+:19].[Cs+:20].[I:21][CH3:22].[OH2:23].[OH:1][c:2]1[cH:3][cH:4][c:5]([Br:6])[cH:7][c:8]1[Cl:9]>>[O:1]([c:2]1[cH:3][cH:4][c:5]([Br:6])[cH:7][c:8]1[Cl:9])[CH3:10]. Starting materials: ClCCl, O=C(c1cc(C(F)(F)F)cc(C(F)(F)F)c1)N1CCNCC1Cc1c[nH]c2ccccc12, O=C=NC1CCCCC1, O. The product is O=C(NC1CCCCC1)N1CCN(C(=O)c2cc(C(F)(F)F)cc(C(F)(F)F)c2)C(Cc2c[nH]c3ccccc23)C1. RXN SMILES: [Cl:43][CH2:44][Cl:45].[F:10][C:11]([c:12]1[cH:13][c:14]([C:15](=[O:16])[N:17]2[CH:18]([CH2:23][c:24]3[cH:25][nH:26][c:27]4[cH:28][cH:29][cH:30][cH:31][c:32]34)[CH2:19][NH:20][CH2:21][CH2:22]2)[cH:33][c:34]([C:36]([F:37])([F:38])[F:39])[cH:35]1)([F:40])[F:41].[O:1]=[C:2]=[N:3][CH:4]1[CH2:5][CH2:6][CH2:7][CH2:8][CH2:9]1.[OH2:42]>>[O:1]=[C:2]([NH:3][CH:4]1[CH2:5][CH2:6][CH2:7][CH2:8][CH2:9]1)[N:20]1[CH2:19][CH:18]([CH2:23][c:24]2[cH:25][nH:26][c:27]3[cH:28][cH:29][cH:30][cH:31][c:32]23)[N:17]([C:15]([c:14]2[cH:13][c:12]([C:11]([F:10])([F:40])[F:41])[cH:35][c:34]([C:36]([F:37])([F:38])[F:39])[cH:33]2)=[O:16])[CH2:22][CH2:21]1. The reactants are [Al+3], O=C(O)C1CC2(c3ccccc3)C(N(Cc3ccccc3)Cc3ccccc3)CCC1N2Cc1ccccc1, [H-], [H-], [H-], [H-], [Li+], [Na+], C1CCOC1, [OH-], O. Yields the product OCC1CC2(c3ccccc3)C(N(Cc3ccccc3)Cc3ccccc3)CCC1N2Cc1ccccc1. RXN SMILES: [Al+3:41].[CH2:1]([c:2]1[cH:3][cH:4][cH:5][cH:6][cH:7]1)[N:8]([CH:9]1[C:10]2([c:27]3[cH:28][cH:29][cH:30][cH:31][cH:32]3)[CH2:11][CH:12]([C:24](=[O:25])[OH:26])[CH:13]([CH2:14][CH2:15]1)[N:16]2[CH2:17][c:18]1[cH:19][cH:20][cH:21][cH:22][cH:23]1)[CH2:33][c:34]1[cH:35][cH:36][cH:37][cH:38][cH:39]1.[H-:40].[H-:43].[H-:44].[H-:45].[Li+:42].[Na+:48].[O:49]1[CH2:50][CH2:51][CH2:52][CH2:53]1.[OH-:47].[OH2:46]>>[CH2:1]([c:2]1[cH:3][cH:4][cH:5][cH:6][cH:7]1)[N:8]([CH:9]1[C:10]2([c:27]3[cH:28][cH:29][cH:30][cH:31][cH:32]3)[CH2:11][CH:12]([CH2:24][OH:25])[CH:13]([CH2:14][CH2:15]1)[N:16]2[CH2:17][c:18]1[cH:19][cH:20][cH:21][cH:22][cH:23]1)[CH2:33][c:34]1[cH:35][cH:36][cH:37][cH:38][cH:39]1. The solvent is O1CCCC1 (tetrahydrofuran). The reactants are C(C1=CC=CC=C1)NC=1SC=C(N1)C(=O)OCC (ethyl 2-benzylaminothiazole-4-carboxylate), [H-].[Al+3].[Li+].[H-].[H-].[H-] (lithium aluminum hydride). RXN SMILES: [CH2:1]([NH:8][C:9]1[S:10][CH:11]=[C:12]([C:14](OCC)=[O:15])[N:13]=1)[C:2]1[CH:7]=[CH:6][CH:5]=[CH:4][CH:3]=1.[H-].[Al+3].[Li+].[H-].[H-].[H-]>O1CCCC1>[CH2:1]([NH:8][C:9]1[S:10][CH:11]=[C:12]([CH2:14][OH:15])[N:13]=1)[C:2]1[CH:7]=[CH:6][CH:5]=[CH:4][CH:3]=1 |f:1.2.3.4.5.6|. Reported procedure: The reaction described in Preparation 15 was repeated, but using 5 g of ethyl 2-benzylaminothiazole-4-carboxylate, 1.4 g of lithium aluminum hydride and 100 ml of tetrahydrofuran, giving the title compound as colorless needles. Yields the product C(C1=CC=CC=C1)NC=1SC=C(N1)CO (2-Benzylaminothiazol-4-ylmethanol).